Dataset: the Open Reaction Database (ORD), a public repository of structured organic reaction records. Task: describe an organic reaction: reactants, conditions, products, and yield Starting materials: C(#N)C=1C=C(C=CC1)C=1C=CC2=C(C(=C(O2)C2=CC=C(C=C2)F)C(=O)NC)C1 (5-(3-cyanophenyl)-2-(4-fluorophenyl)-N-methylbenzofuran-3-carboxamide), NC(CO)(C)C (2-amino-2-methylpropan-1-ol), NC(CO)(C)C (2-amino-2-methylpropan-1-ol). The reagents and catalysts are [Cl-].[Zn+2].[Cl-] (Zinc chloride). Solvent: C1(=CC=CC=C1)Cl (PhCl). Conditions: temperature 200 celsius, time 7 day. Yields the product CC1(N=C(OC1)C=1C=C(C=CC1)C=1C=CC2=C(C(=C(O2)C2=CC=C(C=C2)F)C(=O)NC)C1)C (5-(3-(4,4-Dimethyl-4,5-dihydrooxazol-2-yl)phenyl)-2-(4-fluorophenyl)-N-methylbenzofuran-3-carboxamide). Yield: 14.6%. As a reaction SMILES: [C:1]([C:3]1[CH:4]=[C:5]([C:9]2[CH:10]=[CH:11][C:12]3[O:16][C:15]([C:17]4[CH:22]=[CH:21][C:20]([F:23])=[CH:19][CH:18]=4)=[C:14]([C:24]([NH:26][CH3:27])=[O:25])[C:13]=3[CH:28]=2)[CH:6]=[CH:7][CH:8]=1)#[N:2].N[C:30]([CH3:34])([CH3:33])[CH2:31][OH:32]>C1(Cl)C=CC=CC=1.[Cl-].[Zn+2].[Cl-]>[CH3:33][C:30]1([CH3:34])[CH2:31][O:32][C:1]([C:3]2[CH:4]=[C:5]([C:9]3[CH:10]=[CH:11][C:12]4[O:16][C:15]([C:17]5[CH:22]=[CH:21][C:20]([F:23])=[CH:19][CH:18]=5)=[C:14]([C:24]([NH:26][CH3:27])=[O:25])[C:13]=4[CH:28]=3)[CH:6]=[CH:7][CH:8]=2)=[N:2]1 |f:3.4.5|. Reported procedure: Zinc chloride (1 mg) was added to a stirring solution of 5-(3-cyanophenyl)-2-(4-fluorophenyl)-N-methylbenzofuran-3-carboxamide (40 mg, 0.108 mmol) and 2-amino-2-methylpropan-1-ol (10 mg, 0.108 mmol) in PhCl (3 mL) at 130° C. It was allowed to stir for 7 days. ˜20% conversion was observed. Additional amounts of ZnCl (8 mg) and 2-amino-2-methylpropan-1-ol (50 mg) were added and the reaction was heated in the microwave for 1 hr at 200° C. The reaction had progressed-50%. The mixture was concentrate... Reactants: C(C)OC(C1=C(C(=CC=C1)SCC(C)=O)F)=O (2-Fluoro-3-(2-oxo-propylsulfanyl)-benzoic acid ethyl ester), Cl.ClC=1C(=C(C=CC1)NN)F ((3-chloro-2-fluoro-phenyl) hydrazine hydrochloride). The product is C(C)OC(C1=C(C(=CC=C1)SC1=C(NC2=C(C(=CC=C12)Cl)F)C)F)=O (3-(6-Chloro-7-fluoro-2-methyl-1H-indol-3-ylsulfanyl)-2-fluoro-benzoic acid ethyl ester). RXN SMILES: [CH2:1]([O:3][C:4](=[O:17])[C:5]1[CH:10]=[CH:9][CH:8]=[C:7]([S:11][CH2:12][C:13](=O)[CH3:14])[C:6]=1[F:16])[CH3:2].Cl.[Cl:19][C:20]1[C:21]([F:28])=[C:22]([NH:26]N)[CH:23]=[CH:24][CH:25]=1>>[CH2:1]([O:3][C:4](=[O:17])[C:5]1[CH:10]=[CH:9][CH:8]=[C:7]([S:11][C:12]2[C:23]3[C:22](=[C:21]([F:28])[C:20]([Cl:19])=[CH:25][CH:24]=3)[NH:26][C:13]=2[CH3:14])[C:6]=1[F:16])[CH3:2] |f:1.2|. Procedure: Prepared according to the procedure described in Example 2, Step 1, using the following starting materials: 2-Fluoro-3-(2-oxo-propylsulfanyl)-benzoic acid ethyl ester and (3-chloro-2-fluoro-phenyl) hydrazine hydrochloride The reactants are COC(=O)c1cccc(Cn2c(=O)c3ccccc3n(CCCCN3CCC(OC(c4ccccc4)c4ccccc4)CC3)c2=O)c1, COC(=O)c1cccc(Cn2c(=O)c3ccccc3n(CCCCN3CCC(OC(c4ccccc4)c4ccccc4)CC3)c2=O)c1, Cl. The product is Cl, O=C(O)c1cccc(Cn2c(=O)c3ccccc3n(CCCCN3CCC(OC(c4ccccc4)c4ccccc4)CC3)c2=O)c1. Reaction SMILES: [CH3:1][O:2][C:3](=[O:4])[c:5]1[cH:6][c:7]([CH2:11][n:12]2[c:13](=[O:47])[n:14]([CH2:23][CH2:24][CH2:25][CH2:26][N:27]3[CH2:28][CH2:29][CH:30]([O:33][CH:34]([c:35]4[cH:36][cH:37][cH:38][cH:39][cH:40]4)[c:41]4[cH:42][cH:43][cH:44][cH:45][cH:46]4)[CH2:31][CH2:32]3)[c:15]3[cH:16][cH:17][cH:18][cH:19][c:20]3[c:21]2=[O:22])[cH:8][cH:9][cH:10]1.[CH3:49][O:50][C:51]([c:52]1[cH:53][c:54]([CH2:55][n:56]2[c:57](=[O:58])[c:59]3[c:60]([cH:61][cH:62][cH:63][cH:64]3)[n:65]([CH2:66][CH2:67][CH2:68][CH2:69][N:70]3[CH2:71][CH2:72][CH:73]([O:74][CH:75]([c:76]4[cH:77][cH:78][cH:79][cH:80][cH:81]4)[c:82]4[cH:83][cH:84][cH:85][cH:86][cH:87]4)[CH2:88][CH2:89]3)[c:90]2=[O:91])[cH:92][cH:93][cH:94]1)=[O:95].[ClH:48]>>[ClH:48].[O:2]=[C:3]([OH:4])[c:5]1[cH:6][c:7]([CH2:11][n:12]2[c:13](=[O:47])[n:14]([CH2:23][CH2:24][CH2:25][CH2:26][N:27]3[CH2:28][CH2:29][CH:30]([O:33][CH:34]([c:35]4[cH:36][cH:37][cH:38][cH:39][cH:40]4)[c:41]4[cH:42][cH:43][cH:44][cH:45][cH:46]4)[CH2:31][CH2:32]3)[c:15]3[cH:16][cH:17][cH:18][cH:19][c:20]3[c:21]2=[O:22])[cH:8][cH:9][cH:10]1. Starting materials: NCC(=O)O (glycine), [OH-].[Na+] (sodium hydroxide), ClC=1C(=NC(=C(C1)Cl)F)OCC(=O)Cl ((3,5-dichloro-6-fluoro-2-pyridyloxy)acetyl chloride). Solvent: O (water), C1=CC=CC=C1 (benzene), C1=CC=CC=C1 (benzene). Run at time 10 minute. The product is ClC=1C(=NC(=C(C1)Cl)F)OCC(=O)NCC(=O)O (N-[(3,5-Dichloro-6-fluoro-2-pyridyloxy)-acetyl]glycine). RXN SMILES: [NH2:1][CH2:2][C:3]([OH:5])=[O:4].[OH-].[Na+].[Cl:8][C:9]1[C:10]([O:17][CH2:18][C:19](Cl)=[O:20])=[N:11][C:12]([F:16])=[C:13]([Cl:15])[CH:14]=1>O.C1C=CC=CC=1>[Cl:8][C:9]1[C:10]([O:17][CH2:18][C:19]([NH:1][CH2:2][C:3]([OH:5])=[O:4])=[O:20])=[N:11][C:12]([F:16])=[C:13]([Cl:15])[CH:14]=1 |f:1.2|. Procedure: A solution was prepared by admixing 2.93 grams (0.039 mole) of glycine with 4.67 grams (0.117 mole) of sodium hydroxide in 117 milliliters of water. To this solution was added 10.0 grams of (3,5-dichloro-6-fluoro-2-pyridyloxy)acetyl chloride in 30 milliliters of benzene. The mixture was allowed to stand at a temperature of ~2°-5° C. for about 10 minutes and the mixture was warmed to room temperature and stirred for about 30 minutes. The reaction mixture was diluted with additional benzene and th... Reactants: COC(=O)c1ccc(C2CC(=O)NS2(=O)=O)c(Br)c1, CO, C1CCOC1. Product: O=C1CC(c2ccc(CO)cc2Br)S(=O)(=O)N1. As a reaction SMILES: [Br:1][c:2]1[cH:3][c:4]([C:5](=[O:6])[O:7][CH3:8])[cH:9][cH:10][c:11]1[CH:12]1[CH2:13][C:14](=[O:19])[NH:15][S:16]1(=[O:17])=[O:18].[CH3:25][OH:26].[O:20]1[CH2:21][CH2:22][CH2:23][CH2:24]1>>[Br:1][c:2]1[cH:3][c:4]([CH2:5][OH:6])[cH:9][cH:10][c:11]1[CH:12]1[CH2:13][C:14](=[O:19])[NH:15][S:16]1(=[O:17])=[O:18]. Starting materials: NC=1C=C2C(=CNC2=CC1)C1CCN(CC1)C (5-amino-3-(1-methylpiperidin-4-yl)-1H-indole), COC1=C(C(=O)O)C=CC=C1OC (2,3-dimethoxybenzoic acid). Yields the product COC1=C(C(=O)NC=2C=C3C(=CNC3=CC2)C2CCN(CC2)C)C=CC=C1OC (5-(2,3-dimethoxybenzoyl)amino-3-(1-methylpiperidin-4-yl)-1H-indole). The yield is 96.6%. RXN SMILES: [NH2:1][C:2]1[CH:3]=[C:4]2[C:8](=[CH:9][CH:10]=1)[NH:7][CH:6]=[C:5]2[CH:11]1[CH2:16][CH2:15][N:14]([CH3:17])[CH2:13][CH2:12]1.[CH3:18][O:19][C:20]1[C:28]([O:29][CH3:30])=[CH:27][CH:26]=[CH:25][C:21]=1[C:22](O)=[O:23]>>[CH3:18][O:19][C:20]1[C:28]([O:29][CH3:30])=[CH:27][CH:26]=[CH:25][C:21]=1[C:22]([NH:1][C:2]1[CH:3]=[C:4]2[C:8](=[CH:9][CH:10]=1)[NH:7][CH:6]=[C:5]2[CH:11]1[CH2:16][CH2:15][N:14]([CH3:17])[CH2:13][CH2:12]1)=[O:23]. Procedure details: Beginning with 7.0 mg (0.03 mMol) 5-amino-3-(1-methylpiperidin-4-yl)-1H-indole and 16.4 mg (0.09 mMol) 2,3-dimethoxybenzoic acid, 11.4 mg (97%) of the title compound were recovered. The reactants are Cc1ccc(S(=O)(=O)OC2COC(CO)C2)cc1, Nc1ncnc2[nH]cnc12, C1COCCOCCOCCOCCOCCO1, CN(C)C=O. Yields the product Nc1ncnc2c1ncn2C1COC(CO)C1. Reaction SMILES: [CH3:29][c:30]1[cH:31][cH:32][c:33]([S:34]([O:35][CH:40]2[CH2:41][CH:42]([CH2:45][OH:46])[O:43][CH2:44]2)(=[O:36])=[O:37])[cH:38][cH:39]1.[NH2:1][c:2]1[n:3][cH:4][n:5][c:6]2[nH:7][cH:8][n:9][c:10]12.[O:11]1[CH2:12][CH2:13][O:14][CH2:15][CH2:16][O:17][CH2:18][CH2:19][O:20][CH2:21][CH2:22][O:23][CH2:24][CH2:25][O:26][CH2:27][CH2:28]1.[O:47]=[CH:48][N:49]([CH3:50])[CH3:51]>>[NH2:1][c:2]1[n:3][cH:4][n:5][c:6]2[n:7]([CH:40]3[CH2:41][CH:42]([CH2:45][OH:46])[O:43][CH2:44]3)[cH:8][n:9][c:10]12. The reactants are O (water), C(C)OC1=C(CCl)C=CC(=C1)CC(=O)NC(C1=C(C=CC=C1)N1CCCCC1)C1=CC=CC=C1 (2-ethoxy-4-[N-(α-phenyl-2-piperidino-benzyl)-aminocarbonylmethyl]-benzyl chloride), [C-]#N.[Na+] (sodium cyanide). The solvent is CS(=O)C (dimethylsulphoxide), CS(=O)C (dimethylsulphoxide). Reaction conditions: temperature 60 celsius, time 5 hour. The product is C(C)OC1=C(C=CC(=C1)CC(=O)NC(C1=C(C=CC=C1)N1CCCCC1)C1=CC=CC=C1)CC#N ([2-Ethoxy-4-[N-(α-phenyl-2-piperidino-benzyl)-aminocarbonylmethyl]-phenyl]-acetonitrile). As a reaction SMILES: [CH2:1]([O:3][C:4]1[CH:11]=[C:10]([CH2:12][C:13]([NH:15][CH:16]([C:29]2[CH:34]=[CH:33][CH:32]=[CH:31][CH:30]=2)[C:17]2[CH:22]=[CH:21][CH:20]=[CH:19][C:18]=2[N:23]2[CH2:28][CH2:27][CH2:26][CH2:25][CH2:24]2)=[O:14])[CH:9]=[CH:8][C:5]=1[CH2:6]Cl)[CH3:2].[C-:35]#[N:36].[Na+].O>CS(C)=O>[CH2:1]([O:3][C:4]1[CH:11]=[C:10]([CH2:12][C:13]([NH:15][CH:16]([C:29]2[CH:30]=[CH:31][CH:32]=[CH:33][CH:34]=2)[C:17]2[CH:22]=[CH:21][CH:20]=[CH:19][C:18]=2[N:23]2[CH2:24][CH2:25][CH2:26][CH2:27][CH2:28]2)=[O:14])[CH:9]=[CH:8][C:5]=1[CH2:6][C:35]#[N:36])[CH3:2] |f:1.2|. Procedure details: A solution of 2-ethoxy-4-[N-(α-phenyl-2-piperidino-benzyl)-aminocarbonylmethyl]-benzyl chloride (2.6 g, 5.45 mmol) in dimethylsulphoxide (10 ml) is added dropwise at 50°-60° C. to sodium cyanide (0.32 g, 6.5 mmol) in dimethylsulphoxide (40 ml). The mixture is then stirred for 5 hours at 60° C., added to water and extracted with chloroform. The extract is concentrated by evaporation in vacuo. The residue is purified by column chromatography on silica gel (toluene/ethyl acetate=5/1).